From a dataset of the Open Reaction Database (ORD), a public repository of structured organic reaction records. describe an organic reaction: reactants, conditions, products, and yield Starting materials: C[C@H](CCC(=O)NCCS(=O)(=O)[O-])[C@H]1CC[C@@H]2[C@@]1([C@H](C[C@H]3[C@H]2[C@@H](C[C@H]4[C@@]3(CC[C@H](C4)O)C)O)O)C.[Na+] (Taurocholic acid), [Na] (sodium), C=1C(=[N+](C(=NC1N2CCCCC2)N)[O-])N (minoxidil). The product is C=1C(=[N+](C(=NC1N2CCCCC2)N)[O-])N.C[C@H](CCC(=O)NCCS(=O)(=O)[O-])[C@H]1CC[C@@H]2[C@@]1([C@H](C[C@H]3[C@H]2[C@@H](C[C@H]4[C@@]3(CC[C@H](C4)O)C)O)O)C.[Na+] (Minoxidil Taurocholic Acid). Reaction SMILES: [CH3:1][C@@H:2]([C@@H:14]1[C@@:18]2([CH3:35])[C@@H:19]([OH:34])[CH2:20][C@@H:21]3[C@@:26]4([CH3:32])[CH2:27][CH2:28][C@@H:29]([OH:31])[CH2:30][C@H:25]4[CH2:24][C@@H:23]([OH:33])[C@H:22]3[C@@H:17]2[CH2:16][CH2:15]1)[CH2:3][CH2:4][C:5]([NH:7][CH2:8][CH2:9][S:10]([O-:13])(=[O:12])=[O:11])=[O:6].[Na+:36].[Na].[CH:38]1[C:39]([NH2:52])=[N+:40]([O-:51])[C:41]([NH2:50])=[N:42][C:43]=1[N:44]1[CH2:49][CH2:48][CH2:47][CH2:46][CH2:45]1>>[CH:38]1[C:39]([NH2:52])=[N+:40]([O-:51])[C:41]([NH2:50])=[N:42][C:43]=1[N:44]1[CH2:49][CH2:48][CH2:47][CH2:46][CH2:45]1.[CH3:1][C@@H:2]([C@@H:14]1[C@@:18]2([CH3:35])[C@@H:19]([OH:34])[CH2:20][C@@H:21]3[C@@:26]4([CH3:32])[CH2:27][CH2:28][C@@H:29]([OH:31])[CH2:30][C@H:25]4[CH2:24][C@@H:23]([OH:33])[C@H:22]3[C@@H:17]2[CH2:16][CH2:15]1)[CH2:3][CH2:4][C:5]([NH:7][CH2:8][CH2:9][S:10]([O-:13])(=[O:11])=[O:12])=[O:6].[Na+:36] |f:0.1,4.5.6,^1:36|. Procedure: Taurocholic acid, sodium salt, was converted to a free acid form by the procedure of Example 11. About 100 mg by weight of the free acid form was mixed with 20 mg of dry minoxidil in 1 ml pH 5.5 buffer, yielding a clear solution with a final minoxidil concentration of about 2% by weight. Stirring was continued until a clear solution was obtained, after which the pH of the solution was readjusted to 5.0. No crystals were observed on examination of the composition with a polarizing microscope. Yields the product [N+](=O)([O-])C1=C(C(=O)O)C=C(C(=C1)C)F (2-nitro-4-methyl-5-fluoro-benzoic acid). The solvent is S(O)(O)(=O)=O (sulphuric acid), S(O)(O)(=O)=O (sulphuric acid). Run at time 1 hour. Starting materials: FC=1C=C(C(=O)O)C=CC1C (3-fluoro-4-methyl-benzoic acid), [N+](=O)(O)[O-] (nitric acid). Reported procedure: 50 g of 3-fluoro-4-methyl-benzoic acid are initially introduced into 100 ml of concentrated sulphuric acid, and a mixture consisting of 26 g of 98% strength nitric acid and 40 g of concentrated sulphuric acid is added dropwise at 20°-25°, while cooling with ice. The mixture is subsequently stirred at room temperature for 1 hour. The batch is then poured onto ice-water and the crystals are filtered off with suction and washed thoroughly with water. After drying and recrystallization from toluene,... Reaction SMILES: [F:1][C:2]1[CH:3]=[C:4]([CH:8]=[CH:9][C:10]=1[CH3:11])[C:5]([OH:7])=[O:6].[N+:12]([O-])([OH:14])=[O:13]>S(=O)(=O)(O)O>[N+:12]([C:8]1[CH:9]=[C:10]([CH3:11])[C:2]([F:1])=[CH:3][C:4]=1[C:5]([OH:7])=[O:6])([O-:14])=[O:13]. The product is ClC1=CC=C2C(=CC=NC2=C1)NC1C(CCC1)N(CC)CC ((1RS,2RS)-N1 -(7-Chloro-quinolin-4-yl)-N2,N2 -diethyl-cyclopentane-1,2-diamine). The reactants are Cl (hydrochloric acid), diamine, base, ClC1=CC=NC2=CC(=CC=C12)Cl (4,7-dichloroquinoline), C(C)N(C1C(CCC1)N)CC (2-(diethylamino)cyclopentylamine). As a reaction SMILES: Cl[C:2]1[C:11]2[C:6](=[CH:7][C:8]([Cl:12])=[CH:9][CH:10]=2)[N:5]=[CH:4][CH:3]=1.[CH2:13]([N:15]([CH2:22][CH3:23])[CH:16]1[CH2:20][CH2:19][CH2:18][CH:17]1[NH2:21])[CH3:14].Cl>C(O)(C)C>[Cl:12][C:8]1[CH:7]=[C:6]2[C:11]([C:2]([NH:21][CH:17]3[CH2:18][CH2:19][CH2:20][CH:16]3[N:15]([CH2:22][CH3:23])[CH2:13][CH3:14])=[CH:3][CH:4]=[N:5]2)=[CH:10][CH:9]=1. The solvent is C(C)(C)O (isopropanol). Reported procedure: 8.16 g of base from 16 g of 4,7-dichloroquinoline and 12.7 g of 2-(diethylamino)cyclopentylamine (16 hours reaction duration at 140° C.). By addition of isopropanolic hydrochloric acid to a solution of the diamine in isopropanol were precipitated 7.84 g of dihydrochloride; colourless crystals from acetonitrile/ethanol, m.p.: 186°-190° C. The reactants are C(C)(C)(C)OC(COC1=C(C=C(C=C1)Cl)C#C)=O (tert-butyl(4-chloro-2-ethynylphenoxy)acetate), C(C)(C)(C)OC(COC1=C(C=C(C=C1)Cl)C#C)=O (tert-butyl(4-chloro-2-ethynylphenoxy)acetate), BrC=1N(C=CN1)C (2-bromo-1-methyl-1H-imidazole). The product is ClC1=CC(=C(OCC(=O)O)C=C1)C#CC=1N(C=CN1)C ({4-chloro-2-[(1-methyl-1H-imidazol-2-yl)ethynyl]phenoxy}acetic acid). As a reaction SMILES: C([O:5][C:6](=[O:18])[CH2:7][O:8][C:9]1[CH:14]=[CH:13][C:12]([Cl:15])=[CH:11][C:10]=1[C:16]#[CH:17])(C)(C)C.Br[C:20]1[N:21]([CH3:25])[CH:22]=[CH:23][N:24]=1>>[Cl:15][C:12]1[CH:13]=[CH:14][C:9]([O:8][CH2:7][C:6]([OH:5])=[O:18])=[C:10]([C:16]#[C:17][C:20]2[N:21]([CH3:25])[CH:22]=[CH:23][N:24]=2)[CH:11]=1. Procedure details: Following the general method as outlined in Example 10, starting from tert-butyl(4-chloro-2-ethynylphenoxy)acetate (Intermediate 3) and 2-bromo-1-methyl-1H-imidazole (Aldrich), the title compound was obtained as an off-white solid after purification by preparative HPLC. Reaction SMILES: C([N:8]1[CH2:12][CH2:11][C@@H:10]([C@@H:13]([NH:15][CH3:16])[CH3:14])[CH2:9]1)C1C=CC=CC=1.C([O-])=O.[NH4+]>CO.[OH-].[OH-].[Pd+2].C(Cl)Cl.CO>[CH3:16][NH:15][C@H:13]([C@@H:10]1[CH2:11][CH2:12][NH:8][CH2:9]1)[CH3:14] |f:1.2,4.5.6,7.8|. Procedure details: (R,S)-1-benzyl-3-[1'-(methylamino)ethyl]pyrrolidine (0.51 g of crude product) is dissolved in MeOH (10 ml) under a N2 atmosphere, Pearlman's catalyst and ammonium formate (0.89 g, 14.11 mmol) are then added. The reaction mixture is refluxed for 12 hours. The reaction mixture is then diluted with CH2Cl2 :MeOH (1:1) and filtered through a celite pad. The filtrate is washed with 15% aqueous NaOH:brine (1:1) and the aqueous layer is back extracted with CH2Cl2 (2×). The combined organic layers are dr... Reagents/catalysts: [OH-].[OH-].[Pd+2] (Pearlman's catalyst). Yields the product CN[C@@H](C)[C@H]1CNCC1 ((R,S)-3-[1'-(methylamino)ethyl]pyrrolidine). The solvent is CO (MeOH), C(Cl)Cl.CO (CH2Cl2 MeOH). The reactants are C(C1=CC=CC=C1)N1C[C@@H](CC1)[C@H](C)NC ((R,S)-1-benzyl-3-[1'-(methylamino)ethyl]pyrrolidine), C(=O)[O-].[NH4+] (ammonium formate). Reactants: solution, C(CCC)[Li] (butyllithium), BrC1=C(C=CC=C1)CO (2-bromophenylmethanol), Cl[SiH2]C=C(C)C (chloro(dimethyl)vinylsilane), CCCCCC.C(C)(=O)OCC (hexane ethyl acetate). Solvent: C(C)OCC (diethyl ether), CCCCCC (hexane), C1CCOC1 (THF). Run at temperature -78 celsius, time 1.5 hour. The product is OCC1=C(C=CC=C1)[Si](C=C)(C)C ([2-(hydroxymethyl)phenyl]dimethyl(vinyl)silane). Isolated yield 80.0%. Reaction SMILES: C([Li])C[CH2:3][CH3:4].Br[C:7]1[CH:12]=[CH:11][CH:10]=[CH:9][C:8]=1[CH2:13][OH:14].Cl[SiH2:16][CH:17]=C(C)C.[CH3:21]CCCCC.C(OCC)(=O)C>CCCCCC.C1COCC1.C(OCC)C>[OH:14][CH2:13][C:8]1[CH:9]=[CH:10][CH:11]=[CH:12][C:7]=1[Si:16]([CH3:17])([CH3:21])[CH:3]=[CH2:4] |f:3.4|. Procedure: At −78° C., a 1.6 M solution of butyllithium (30 mL, 48 mmol) in hexane was added to a solution of 2-bromophenylmethanol (3.7 g, 20 mmol) in THF, and the resulting mixture was stirred at −78° C. for 1.5 hours. At −78° C., chloro(dimethyl)vinylsilane (7.2 g, 60 mmol) was added to the reacted mixture, and the resulting mixture was stirred for two hours. The resulting mixture solution was diluted with diethyl ether, and was washed with water and brine, and then was dried over anhydrous MgSO4. After...